This data is from the Open Reaction Database (ORD), a public repository of structured organic reaction records. The task is: describe an organic reaction: reactants, conditions, products, and yield Starting materials: C(C)C1(OC1)C1=CC=NC=C1 (4-(2-ethyloxiran-2-yl)pyridine), CN1CC2C(NC=3C=CC(=CC23)C)CC1 (2,8-dimethyl-2,3,4,4a,5,9b-hexahydro-1H-pyrido[4,3-b]indole), [H-].[Na+] (sodium hydride). Solvent: CN(C)C=O (DMF), CN(C)C=O (DMF), ice water. Reaction conditions: time 30 minute. The product is CN1CC2=C(N(C=3C=CC(=CC23)C)CC(CC)(O)C2=CC=NC=C2)CC1 (1-(2,8-dimethyl-3,4-dihydro-1H-pyrido[4,3-b]indol-5(2H)-yl)-2-(pyridin-4-yl)butan-2-ol). As a reaction SMILES: [H-].[Na+].[CH3:3][N:4]1[CH2:17][CH2:16][CH:7]2[NH:8][C:9]3[CH:10]=[CH:11][C:12]([CH3:15])=[CH:13][C:14]=3[CH:6]2[CH2:5]1.[CH2:18]([C:20]1([C:23]2[CH:28]=[CH:27][N:26]=[CH:25][CH:24]=2)[CH2:22][O:21]1)[CH3:19]>CN(C=O)C>[CH3:3][N:4]1[CH2:17][CH2:16][C:7]2[N:8]([CH2:22][C:20]([C:23]3[CH:28]=[CH:27][N:26]=[CH:25][CH:24]=3)([OH:21])[CH2:18][CH3:19])[C:9]3[CH:10]=[CH:11][C:12]([CH3:15])=[CH:13][C:14]=3[C:6]=2[CH2:5]1 |f:0.1|. Reported procedure: A flask was charged with sodium hydride (0.640 g, 50-60%) in dry DMF (10 mL) at 0° C. and to this was added 2,8-dimethyl-2,3,4,4a,5,9b-hexahydro-1H-pyrido[4,3-b]indole (0.8 g). The mixture was stirred at RT for 30 min. and then 4-(2-ethyloxiran-2-yl)pyridine (0.834 g) dissolved in DMF (2 mL) was added, stirred at RT for 12 h. The reaction mixture was diluted with ice-water and extracted with EtOAc (3×30 mL). The combined organic layers were washed with brine, dried over anhydrous sodium sulfate ... Starting materials: C(C1=CC=CC=C1)OC(=O)N[C@@H](CSCC1=CC=CC=C1)C(=O)O (N-Benzyloxycarbonyl-S-benzyl-L-cysteine), CS(=O)(=O)ON1N=NC2=C1C=CC=C2 (1-methanesulfonyloxy-1,2,3-benzotriazole), Cl.C(C)OC(CN)=O (glycine ethyl ester hydrochloride), C(Cl)(Cl)Cl (chloroform). The solvent is C(C)N(CC)CC (triethylamine), C(C)(=O)OCC (ethyl acetate), O (water). Conditions: time 8 hour. The product is C(C)OC(CNC([C@@H](NC(=O)OCC1=CC=CC=C1)CSCC1=CC=CC=C1)=O)=O (N-(N-benzyloxycarbonyl-S-benzyl-L-cysteinyl)glycine ethyl ester). Yield: 58.0%. RXN SMILES: [CH2:1]([O:8][C:9]([NH:11][C@H:12]([C:22]([OH:24])=O)[CH2:13][S:14][CH2:15][C:16]1[CH:21]=[CH:20][CH:19]=[CH:18][CH:17]=1)=[O:10])[C:2]1[CH:7]=[CH:6][CH:5]=[CH:4][CH:3]=1.Cl.[CH2:26]([O:28][C:29](=[O:32])[CH2:30][NH2:31])[CH3:27].C(Cl)(Cl)Cl.CS(ON1C2C=CC=CC=2N=N1)(=O)=O>C(OCC)(=O)C.O.C(N(CC)CC)C>[CH2:26]([O:28][C:29](=[O:32])[CH2:30][NH:31][C:22](=[O:24])[C@H:12]([CH2:13][S:14][CH2:15][C:16]1[CH:17]=[CH:18][CH:19]=[CH:20][CH:21]=1)[NH:11][C:9]([O:8][CH2:1][C:2]1[CH:3]=[CH:4][CH:5]=[CH:6][CH:7]=1)=[O:10])[CH3:27] |f:1.2|. Procedure: N-Benzyloxycarbonyl-S-benzyl-L-cysteine (1.73 g) and glycine ethyl ester hydrochloride (0.70 g) are suspended into chloroform (20 ml) and therein is dissolved triethylamine (1.4 ml). To the solution is added 1-methanesulfonyloxy-1,2,3-benzotriazole (1.07 g) with stirring under ice-cooling. The mixture is stirred for 2 hours and then allowed to stand overnight. To the reaction mixture are added water and ethyl acetate. The ethyl acetate layer is separated and washed with water, 1 N hydrochloric a...